Dataset: the Open Reaction Database (ORD), a public repository of structured organic reaction records. Task: describe an organic reaction: reactants, conditions, products, and yield The reactants are COC=1C=C2C=C(NC2=CC1)C=O (5-methoxy-1H-indole-2-carbaldehyde), C(C)[Mg]Br (ethylmagnesium bromide). Product: COC=1C=C2C=C(NC2=CC1)C(CC)=O (1-(5-Methoxy-1H-indol-2-yl)-1-propanone). The yield is 82.0%. RXN SMILES: [CH3:1][O:2][C:3]1[CH:4]=[C:5]2[C:9](=[CH:10][CH:11]=1)[NH:8][C:7]([CH:12]=[O:13])=[CH:6]2.[CH2:14]([Mg]Br)[CH3:15]>>[CH3:1][O:2][C:3]1[CH:4]=[C:5]2[C:9](=[CH:10][CH:11]=1)[NH:8][C:7]([C:12](=[O:13])[CH2:14][CH3:15])=[CH:6]2. Procedure: Reaction of 5-methoxy-1H-indole-2-carbaldehyde with ethylmagnesium bromide using the procedure described in example 404 gave (822) (82%), mp 170–171.5° C. 1H NMR δ [(CD3)2SO] 11.56 (s, 1H), 7.34 (d, J=9.1 Hz, 1H), 7.22 (d, J=1.7 Hz, 1H), 7.11 (d, J=2.4 Hz, 1H), 6.93 (d, J=9.1, 2.4 Hz, 1H), 3.77 (s, 3H), 2.96 (q, J=7.3 Hz, 2H), 1.13 (t, J=7.3 Hz, 3H). Found: C, 71.15; H, 6.45; N, 7.07. C12H13NO2 requires: C, 70.92; H, 6.45; N, 6.89. The reactants are [Br-], BrCc1ccccc1, CCCCCCCCOC1CCC(=O)N1, CCCC[N+](CCCC)(CCCC)CCCC, [K+], C1CCOC1, [OH-]. Product: CCCCCCCCOC1CCC(=O)N1Cc1ccccc1. RXN SMILES: [Br-:26].[Br:18][CH2:19][c:20]1[cH:21][cH:22][cH:23][cH:24][cH:25]1.[CH2:1]([CH2:2][CH2:3][CH2:4][CH2:5][CH2:6][CH2:7][CH3:8])[O:9][CH:10]1[CH2:11][CH2:12][C:13](=[O:15])[NH:14]1.[CH2:27]([N+:28]([CH2:29][CH2:30][CH2:31][CH3:32])([CH2:33][CH2:34][CH2:35][CH3:36])[CH2:37][CH2:38][CH2:39][CH3:40])[CH2:41][CH2:42][CH3:43].[K+:17].[O:44]1[CH2:45][CH2:46][CH2:47][CH2:48]1.[OH-:16]>>[CH2:1]([CH2:2][CH2:3][CH2:4][CH2:5][CH2:6][CH2:7][CH3:8])[O:9][CH:10]1[CH2:11][CH2:12][C:13](=[O:15])[N:14]1[CH2:19][c:20]1[cH:21][cH:22][cH:23][cH:24][cH:25]1. The reactants are tetrakis (triphenylphosphine)palladium, FC=1C=C(C=CC1F)B(O)O (3,4-difluorophenylboronic acid), BrC=1C=CC2=C(NC(=N2)N2CCN(CC2)C2=NC=CC=C2C(F)(F)F)C1 (6-bromo-2-[4-(3-trifluoromethylpyridin-2-yl)piperazin-1-yl]-1H-benzoimidazole), [Cl-].[Li+] (lithium chloride), C([O-])([O-])=O.[Na+].[Na+] (sodium carbonate). The solvent is CCOC(=O)C (EtOAc), COCCOC (ethylene glycol dimethyl ether). Reaction conditions: temperature 80 celsius, time 16 hour. Product: FC=1C=C(C=CC1F)C=1C=CC2=C(NC(=N2)N2CCN(CC2)C2=NC=CC=C2C(F)(F)F)C1 (6-(3,4-Difluoro-phenyl)-2-[4-(3-trifluoromethyl-pyridin-2-yl)-piperazin-1-yl]-1H-benzoimidazole). Reaction SMILES: [F:1][C:2]1[CH:3]=[C:4](B(O)O)[CH:5]=[CH:6][C:7]=1[F:8].Br[C:13]1[CH:14]=[CH:15][C:16]2[N:20]=[C:19]([N:21]3[CH2:26][CH2:25][N:24]([C:27]4[C:32]([C:33]([F:36])([F:35])[F:34])=[CH:31][CH:30]=[CH:29][N:28]=4)[CH2:23][CH2:22]3)[NH:18][C:17]=2[CH:37]=1.[Cl-].[Li+].C(=O)([O-])[O-].[Na+].[Na+]>COCCOC.CCOC(C)=O>[F:1][C:2]1[CH:3]=[C:4]([C:13]2[CH:14]=[CH:15][C:16]3[N:20]=[C:19]([N:21]4[CH2:22][CH2:23][N:24]([C:27]5[C:32]([C:33]([F:36])([F:34])[F:35])=[CH:31][CH:30]=[CH:29][N:28]=5)[CH2:25][CH2:26]4)[NH:18][C:17]=3[CH:37]=2)[CH:5]=[CH:6][C:7]=1[F:8] |f:2.3,4.5.6|. Reported procedure: To a mixture of 3,4-difluorophenylboronic acid (111 mg, 0.7 mmol, Aldrich) and 6-bromo-2-[4-(3-trifluoromethylpyridin-2-yl)piperazin-1-yl]-1H-benzoimidazole (213 mg, 0.5 mmol, Example 23c) in ethylene glycol dimethyl ether (2 mL) were added lithium chloride (63 mg, 1.5 mmol, Aldrich) and 2M aqueous sodium carbonate (0.75 mL, 1.5 mmol). Nitrogen gas was bubbled through the mixture for 10 min and tetrakis (triphenylphosphine)palladium (58 mg, 0.05 mmol, Aldrich) was added. The reaction mixture was... Starting materials: FC1=CC=CC=2NC(OC(C21)=O)=O (5-fluoro-1H-benzo[d][1,3]oxazine-2,4-dione), NC1=C(C(=O)O)C(=CC=C1)Cl (2-amino-6-chlorobenzoic acid). Yields the product ClC1=CC=CC=2NC(OC(C21)=O)=O (5-Chloro-1H-benzo[d][1,3]oxazine-2,4-dione). As a reaction SMILES: F[C:2]1[C:11]2[C:10](=[O:12])[O:9][C:8](=[O:13])[NH:7][C:6]=2[CH:5]=[CH:4][CH:3]=1.NC1C=CC=C([Cl:24])C=1C(O)=O>>[Cl:24][C:2]1[C:11]2[C:10](=[O:12])[O:9][C:8](=[O:13])[NH:7][C:6]=2[CH:5]=[CH:4][CH:3]=1. Procedure details: Prepared analogously to Compound 27E replacing 2-amino-6-fluorobenzoic acid with 2-amino-6-chlorobenzoic acid. 1H NMR (DMSO-d6, 400 MHz) δ=7.07 (dd, J=0.8, 8 Hz, 1H), 7.24-7.27 (m, 1H), 7.58-7.63 (m, 1H), 11.81 (brs, 1H). The reactants are C(C)OC(C([C@H](CC)C)=O)=O ((+)-ethyl-(S)-3-methyl-2-oxopentanoate), N(=O)[O-].[Na+] (NaNO2), [Na+].[Cl-] (NaCl), C(=O)(O)[O-].[Na+] (NaHCO3). The solvent is OS(=O)(=O)O (H2SO4), O (water). Run at time 8 hour. The product is O[C@H](C(=O)O)[C@H](CC)C ((+)-(2S, 3S)-2-hydroxy-3-methylpentanoic acid). Reaction SMILES: C([O:3][C:4](=[O:11])[C:5](=[O:10])[C@@H:6]([CH3:9])[CH2:7][CH3:8])C.N([O-])=O.[Na+].C([O-])(O)=O.[Na+].[Na+].[Cl-]>OS(O)(=O)=O.O>[OH:10][C@@H:5]([C@@H:6]([CH3:9])[CH2:7][CH3:8])[C:4]([OH:11])=[O:3] |f:1.2,3.4,5.6|. Procedure details: To a solution of L-isoleucine(+) [1] (11.73 g, 89.4 mmol, [α]D20 =+40° (5% in 6M HCl)) in 300 ml of 1N aq. H2SO4 at 2° was slowly added (ca. 12 h) a solution of NaNO2 (19.5 g, 0.28 mol) in 300 ml of demineralised water. After stirring overnight at room temperature, 7.7 g of powdered NaHCO3 were added to bring the pH above 2. The solution was saturated with NaCl and extracted 6 times with ethyl acetate, maintaining the pH between 2 and 3 (1N aq. H2SO4, pH meter). After drying (Na2SO4), the organi... The reactants are ClC1=NC2=CC=CC=C2C=C1C(=O)OCC (ethyl 2-chloroquinoline-3-carboxylate), COC1=C(C=CC=C1)B(O)O (2-methoxyphenylboronic acid), C(=O)([O-])[O-].[K+].[K+] (K2CO3). Reagents/catalysts: C=1C=CC(=CC1)[P](C=2C=CC=CC2)(C=3C=CC=CC3)[Pd]([P](C=4C=CC=CC4)(C=5C=CC=CC5)C=6C=CC=CC6)([P](C=7C=CC=CC7)(C=8C=CC=CC8)C=9C=CC=CC9)[P](C=1C=CC=CC1)(C=1C=CC=CC1)C=1C=CC=CC1 (Pd(PPh3)4). The solvent is CN(C)C=O.O (DMF water). Conditions: temperature 50 celsius, time 12 hour. The product is COC1=C(C=CC=C1)C1=NC2=CC=CC=C2C=C1C(=O)OCC (ethyl 2-(2-methoxyphenyl)quinoline-3-carboxylate). As a reaction SMILES: Cl[C:2]1[C:11]([C:12]([O:14][CH2:15][CH3:16])=[O:13])=[CH:10][C:9]2[C:4](=[CH:5][CH:6]=[CH:7][CH:8]=2)[N:3]=1.[CH3:17][O:18][C:19]1[CH:24]=[CH:23][CH:22]=[CH:21][C:20]=1B(O)O.C([O-])([O-])=O.[K+].[K+]>CN(C=O)C.O.C1C=CC([P]([Pd]([P](C2C=CC=CC=2)(C2C=CC=CC=2)C2C=CC=CC=2)([P](C2C=CC=CC=2)(C2C=CC=CC=2)C2C=CC=CC=2)[P](C2C=CC=CC=2)(C2C=CC=CC=2)C2C=CC=CC=2)(C2C=CC=CC=2)C2C=CC=CC=2)=CC=1>[CH3:17][O:18][C:19]1[CH:24]=[CH:23][CH:22]=[CH:21][C:20]=1[C:2]1[C:11]([C:12]([O:14][CH2:15][CH3:16])=[O:13])=[CH:10][C:9]2[C:4](=[CH:5][CH:6]=[CH:7][CH:8]=2)[N:3]=1 |f:2.3.4,5.6,^1:43,45,64,83|. Procedure: A solution of ethyl 2-chloroquinoline-3-carboxylate (2.01 g, 10 mmol), prepared as described in the Journal of Organic Chemistry 2003, 68, 9517-9520, 2-methoxyphenylboronic acid (1.22 g, 10 mmol), Pd(PPh3)4 (5% mol), K2CO3 (5 g) in DMF/water (3/1) is stirred at 50° C. for 12 hours. The reaction mixture is then pored on water (150 mL). The aqueous phase is extracted with ethyl acetate (3×100 mL). The combined organic layers are washed with water (3×200 mL). The organic phase is dried over magnesi... Starting materials: O (water), FC1=CC=C(C=C1)C(C(C)(N1CCOCC1)C)=O (1-(4-fluorophenyl)-2-methyl-2-morpholin-4-yl-propan-1-one), SCC(C)(CS)CS (1,1,1-trismercaptomethylethane), [H-].[Na+] (sodium hydride). Solvent: CN(C=O)C (dimethylformamide). Run at time 2 hour. Product: SCC(CSC1=CC=C(C=C1)C(C(C)(N1CCOCC1)C)=O)(C)CS (1-[4-(3-Mercapto-2-mercaptomethyl-2-methyl-propylthio)-phenyl]-2-methyl-2-morpholin-4-yl-propan-1-one). Reaction SMILES: F[C:2]1[CH:7]=[CH:6][C:5]([C:8](=[O:18])[C:9]([CH3:17])([N:11]2[CH2:16][CH2:15][O:14][CH2:13][CH2:12]2)[CH3:10])=[CH:4][CH:3]=1.[SH:19][CH2:20][C:21]([CH2:25][SH:26])([CH2:23][SH:24])[CH3:22].[H-].[Na+].O>CN(C)C=O>[SH:19][CH2:20][C:21]([CH2:25][SH:26])([CH3:22])[CH2:23][S:24][C:2]1[CH:7]=[CH:6][C:5]([C:8](=[O:18])[C:9]([CH3:17])([N:11]2[CH2:16][CH2:15][O:14][CH2:13][CH2:12]2)[CH3:10])=[CH:4][CH:3]=1 |f:2.3|. Procedure details: 3.6 g (14.3 mmol) of 1-(4-fluorophenyl)-2-methyl-2-morpholin-4-yl-propan-1-one and 12 g (71.3 mmol) of 1,1,1-trismercaptomethylethane are dissolved in 70 ml of dry dimethylformamide, and 28.6 mmol of sodium hydride are added. The solution is stirred at room temperature for 2 h. Then the solution is poured into water. The crude product is extracted with methylene chloride, washed with water, dried over MgSO4, and concentrated. The residue is purified by column chromatography on silica gel with me...